This data is from the Open Reaction Database (ORD), a public repository of structured organic reaction records. The task is: describe an organic reaction: reactants, conditions, products, and yield As a reaction SMILES: [C:1]([O:18][CH:19]([CH2:24][CH2:25][CH2:26][CH2:27][CH2:28][CH2:29][CH2:30][CH2:31][CH2:32][CH2:33][CH2:34][CH2:35][CH2:36][CH2:37][CH3:38])[CH2:20][C:21]([OH:23])=O)(=[O:17])[CH2:2][CH2:3][CH2:4][CH2:5][CH2:6][CH2:7][CH2:8][CH2:9][CH2:10][CH2:11][CH2:12][CH2:13][CH2:14][CH2:15][CH3:16].[NH2:39][CH2:40][C:41]([OH:43])=[O:42]>>[C:1]([O:18][CH:19]([CH2:24][CH2:25][CH2:26][CH2:27][CH2:28][CH2:29][CH2:30][CH2:31][CH2:32][CH2:33][CH2:34][CH2:35][CH2:36][CH2:37][CH3:38])[CH2:20][C:21]([NH:39][CH2:40][C:41]([OH:43])=[O:42])=[O:23])(=[O:17])[CH2:2][CH2:3][CH2:4][CH2:5][CH2:6][CH2:7][CH2:8][CH2:9][CH2:10][CH2:11][CH2:12][CH2:13][CH2:14][CH2:15][CH3:16]. Starting materials: C(CCCCCCCCCCCCCCC)(=O)OC(CC(=O)O)CCCCCCCCCCCCCCC (3-hexadecanoyloxyoctadecanoic acid), NCC(=O)O (glycine). Yields the product C(CCCCCCCCCCCCCCC)(=O)OC(CC(=O)NCC(=O)O)CCCCCCCCCCCCCCC (N-(3-hexadecanoyloxyoctadecanoyl)glycine). The yield is 58.8%. Procedure details: Starting from 3-hexadecanoyloxyoctadecanoic acid (400 mg) prepared by the method described in Preparation 2 and glycine (300 mg), N-(3-hexadecanoyloxyoctadecanoyl)glycine (260 mg) was obtained as powders according to a similar manner to that of Preparation B-1. Starting materials: ClCCl, CC1CN(CC2CCN(C)CC2)CC(C)N1, O=C=NC(c1ccccc1)c1ccccc1. Product: CC1CN(CC2CCN(C)CC2)CC(C)N1C(=O)NC(c1ccccc1)c1ccccc1. As a reaction SMILES: [CH2:33]([Cl:34])[Cl:35].[CH3:1][CH:2]1[CH2:3][N:4]([CH2:9][CH:10]2[CH2:11][CH2:12][N:13]([CH3:16])[CH2:14][CH2:15]2)[CH2:5][CH:6]([CH3:8])[NH:7]1.[c:17]1([CH:23]([c:24]2[cH:25][cH:26][cH:27][cH:28][cH:29]2)[N:30]=[C:31]=[O:32])[cH:18][cH:19][cH:20][cH:21][cH:22]1>>[CH3:1][CH:2]1[CH2:3][N:4]([CH2:9][CH:10]2[CH2:11][CH2:12][N:13]([CH3:16])[CH2:14][CH2:15]2)[CH2:5][CH:6]([CH3:8])[N:7]1[C:31]([NH:30][CH:23]([c:17]1[cH:18][cH:19][cH:20][cH:21][cH:22]1)[c:24]1[cH:25][cH:26][cH:27][cH:28][cH:29]1)=[O:32]. The reactants are C(=O)(OC(C)(C)C)N1C(CCCC1)C=O (N-Boc-piperidine-2-carboxaldehyde), [Li]CCCC (n-BuLi), CCOC(=O)C.CCCCCC (EtOAc hexane). The reagents and catalysts are [Br-].C(C)[P+](C1=CC=CC=C1)(C1=CC=CC=C1)C1=CC=CC=C1 (ethyltriphenylphosphonium bromide). Solvent: C1CCOC1 (THF), O (water), C1CCOC1 (THF). Conditions: temperature -30 celsius, time 30 minute. Product: C(=O)(OC(C)(C)C)N1C(CCCC1)\C=C/C (N-Boc-2-(cis-1-Propenyl)Piperidine). The yield is 39.7%. RXN SMILES: [Li][CH2:2][CH2:3]CC.[C:6]([N:13]1[CH2:18][CH2:17][CH2:16][CH2:15][CH:14]1[CH:19]=O)([O:8][C:9]([CH3:12])([CH3:11])[CH3:10])=[O:7].CCOC(C)=O.CCCCCC>[Br-].C([P+](C1C=CC=CC=1)(C1C=CC=CC=1)C1C=CC=CC=1)C.C1COCC1.O>[C:6]([N:13]1[CH2:18][CH2:17][CH2:16][CH2:15][CH:14]1/[CH:19]=[CH:2]\[CH3:3])([O:8][C:9]([CH3:12])([CH3:11])[CH3:10])=[O:7] |f:2.3,4.5|. Reported procedure: A suspension of ethyltriphenylphosphonium bromide (7.31 g, 19.68 mmol) in 40 mL of THF was cooled to −30° C. and treated with n-BuLi (10.9 mL, 19.68 mmol) dropwise. The deep red solution was slowly warmed to 0° C., stirred for 30 min, and then cooled to −78° C. The ylide was treated with a solution of N-Boc-piperidine-2-carboxaldehyde (3.53 g, 17.89 mmol) in 10 mL of THF, and the mixture was slowly warmed to room temperature. The mixture was diluted with water, and the organic layer was separate... Reactants: [Na+], [Na+], [Na+], O=C([O-])[O-], [OH-], O=[N+]([O-])O, O=S(=O)(O)O, c1ccc(-c2c[nH]cn2)cc1. Product: O=[N+]([O-])c1ccc(-c2c[nH]cn2)cc1. Reaction SMILES: [Na+:17].[Na+:18].[Na+:19].[O-:20][C:21](=[O:22])[O-:23].[OH-:16].[OH:12][N+:13]([O-:14])=[O:15].[S:24](=[O:25])(=[O:26])([OH:27])[OH:28].[c:1]1(-[c:7]2[n:8][cH:9][nH:10][cH:11]2)[cH:2][cH:3][cH:4][cH:5][cH:6]1>>[c:1]1(-[c:7]2[n:8][cH:9][nH:10][cH:11]2)[cH:2][cH:3][c:4]([N+:13](=[O:12])[O-:14])[cH:5][cH:6]1. Starting materials: CC(C)(C)OC(=O)N1CCC(Nc2cc(-c3cccc(NCc4cccc(F)c4)n3)c(Cl)cn2)CC1, Cl, C1COCCO1. Product: Fc1cccc(CNc2cccc(-c3cc(NC4CCNCC4)ncc3Cl)n2)c1. As a reaction SMILES: [Cl:1][c:2]1[c:3](-[c:22]2[n:23][c:24]([NH:28][CH2:29][c:30]3[cH:31][c:32]([F:36])[cH:33][cH:34][cH:35]3)[cH:25][cH:26][cH:27]2)[cH:4][c:5]([NH:8][CH:9]2[CH2:10][CH2:11][N:12]([C:15]([O:16][C:17]([CH3:18])([CH3:19])[CH3:20])=[O:21])[CH2:13][CH2:14]2)[n:6][cH:7]1.[ClH:37].[O:38]1[CH2:39][CH2:40][O:41][CH2:42][CH2:43]1>>[Cl:1][c:2]1[c:3](-[c:22]2[n:23][c:24]([NH:28][CH2:29][c:30]3[cH:31][c:32]([F:36])[cH:33][cH:34][cH:35]3)[cH:25][cH:26][cH:27]2)[cH:4][c:5]([NH:8][CH:9]2[CH2:10][CH2:11][NH:12][CH2:13][CH2:14]2)[n:6][cH:7]1.